The task is: describe an organic reaction: reactants, conditions, products, and yield. This data is from the Open Reaction Database (ORD), a public repository of structured organic reaction records. RXN SMILES: [N:1](=[N+:2]=[N-:3])[CH2:4][CH:5]1[N:6]([C:10](=[O:11])[c:12]2[cH:13][cH:14][c:15]([Br:18])[cH:16][cH:17]2)[CH2:7][CH2:8][CH2:9]1.[O:38]1[CH2:39][CH2:40][CH2:41][CH2:42]1.[OH2:43].[c:19]1([P:20]([c:21]2[cH:22][cH:23][cH:24][cH:25][cH:26]2)[c:27]2[cH:28][cH:29][cH:30][cH:31][cH:32]2)[cH:33][cH:34][cH:35][cH:36][cH:37]1>>[NH2:1][CH2:4][CH:5]1[N:6]([C:10](=[O:11])[c:12]2[cH:13][cH:14][c:15]([Br:18])[cH:16][cH:17]2)[CH2:7][CH2:8][CH2:9]1. The product is NCC1CCCN1C(=O)c1ccc(Br)cc1. Reactants: [N-]=[N+]=NCC1CCCN1C(=O)c1ccc(Br)cc1, C1CCOC1, O, c1ccc(P(c2ccccc2)c2ccccc2)cc1. Starting materials: C(=O)(C(F)(F)F)O (TFA), ester, ClC1=CC=C(C=C1)[C@@H](C)N ((R)-1-(4-chlorophenyl)ethanamine), NC1=C(C=O)C=C(C=C1)Br (2-amino-5-bromobenzaldehyde), FC1=CC=C(C=C1)C(CCCCCC(=O)O)=O (7-(4-fluorophenyl)-7-oxoheptanoic acid), C(=O)(C(F)(F)F)OC(=O)C(F)(F)F.CC(C)(C)O (TFAA tBuOH), 5C. Product: title compound, ClC1=CC=C(C=C1)[C@@H](C)NC(=O)C=1C=C2C=C(C(=NC2=CC1)C1=CC=C(C=C1)F)CCCCC(=O)O (6-[[[1(R)-(4-chlorophenyl)ethyl]amino]carbonyl]-2-(4-fluorophenyl)-3-quinolinepentanoic acid). RXN SMILES: [NH2:1][C:2]1[CH:9]=[CH:8]C(Br)=[CH:6][C:3]=1[CH:4]=O.[F:11][C:12]1[CH:17]=[CH:16][C:15]([C:18](=O)[CH2:19][CH2:20][CH2:21][CH2:22][CH2:23][C:24]([OH:26])=[O:25])=[CH:14][CH:13]=1.C(O[C:35]([C:37](F)(F)F)=[O:36])(C(F)(F)F)=O.CC(O)(C)C.[Cl:46][C:47]1[CH:52]=[CH:51][C:50]([C@H:53]([NH2:55])[CH3:54])=[CH:49][CH:48]=1.C(O)(C(F)(F)F)=O>>[Cl:46][C:47]1[CH:52]=[CH:51][C:50]([C@H:53]([NH:55][C:35]([C:37]2[CH:4]=[C:3]3[C:2](=[CH:9][CH:8]=2)[N:1]=[C:18]([C:15]2[CH:16]=[CH:17][C:12]([F:11])=[CH:13][CH:14]=2)[C:19]([CH2:20][CH2:21][CH2:22][CH2:23][C:24]([OH:26])=[O:25])=[CH:6]3)=[O:36])[CH3:54])=[CH:49][CH:48]=1 |f:2.3|. Procedure details: In a manner similar to that described previously (Example 1), 2-amino-5-bromobenzaldehyde was sequentially reacted with 7-(4-fluorophenyl)-7-oxoheptanoic acid and TFAA-tBuOH. The resulting ester 5B was converted to 5C (Pd(OAc)2, dcpp-2(HBF)4, K2CO3, 5 atm CO, H2O-DMF, 100° C. overnight), coupled with (R)-1-(4-chlorophenyl)ethanamine (HATU, DIPEA) and deprotected with TFA to provide the title compound, 6-[[[1(R)-(4-chlorophenyl)ethyl]amino]carbonyl]-2-(4-fluorophenyl)-3-quinolinepentanoic acid, 5... The reactants are O=C([O-])[O-], C1CCOC1, CC(C)c1nc(C(C)(C)c2cccc([N+](=O)[O-])c2)c[nH]1, CI, [K+], [K+]. Yields the product CC(C)c1nc(C(C)(C)c2cccc([N+](=O)[O-])c2)cn1C. Reaction SMILES: [C:21](=[O:22])([O-:23])[O-:24].[CH2:29]1[O:30][CH2:31][CH2:32][CH2:33]1.[CH:1]([CH3:2])([CH3:3])[c:4]1[nH:5][cH:6][c:7]([C:9]([CH3:10])([c:11]2[cH:12][c:13]([N+:17](=[O:18])[O-:19])[cH:14][cH:15][cH:16]2)[CH3:20])[n:8]1.[I:27][CH3:28].[K+:25].[K+:26]>>[CH:1]([CH3:2])([CH3:3])[c:4]1[n:5]([CH3:21])[cH:6][c:7]([C:9]([CH3:10])([c:11]2[cH:12][c:13]([N+:17](=[O:18])[O-:19])[cH:14][cH:15][cH:16]2)[CH3:20])[n:8]1. Starting materials: CCCCCC(=O)OCc1nccc(OC)n1, CO, CC#N, [I-], [Na+], O. Yields the product CCCCCC(=O)OCc1nccc(O)n1. Reaction SMILES: [CH3:1][O:2][c:3]1[n:4][c:5]([CH2:9][O:10][C:11]([CH2:12][CH2:13][CH2:14][CH2:15][CH3:16])=[O:17])[n:6][cH:7][cH:8]1.[CH3:20][OH:21].[CH3:23][C:24]#[N:25].[I-:18].[Na+:19].[OH2:22]>>[OH:2][c:3]1[n:4][c:5]([CH2:9][O:10][C:11]([CH2:12][CH2:13][CH2:14][CH2:15][CH3:16])=[O:17])[n:6][cH:7][cH:8]1. Starting materials: CC(C)(C)[Si](C)(C)Oc1ccc(C2=CCC(=O)CC2)cc1, CCCC[N+](CCCC)(CCCC)CCCC, C1CCOC1, [F-]. Yields the product O=C1CC=C(c2ccc(O)cc2)CC1. Reaction SMILES: [C:1]([Si:2]([CH3:3])([CH3:4])[O:6][c:7]1[cH:8][cH:9][c:10]([C:13]2=[CH:14][CH2:15][C:16](=[O:19])[CH2:17][CH2:18]2)[cH:11][cH:12]1)([CH3:5])([CH3:20])[CH3:21].[CH2:23]([N+:24]([CH2:25][CH2:26][CH2:27][CH3:28])([CH2:29][CH2:30][CH2:31][CH3:32])[CH2:33][CH2:34][CH2:35][CH3:36])[CH2:37][CH2:38][CH3:39].[CH2:40]1[O:41][CH2:42][CH2:43][CH2:44]1.[F-:22]>>[OH:6][c:7]1[cH:8][cH:9][c:10]([C:13]2=[CH:14][CH2:15][C:16](=[O:19])[CH2:17][CH2:18]2)[cH:11][cH:12]1. Reactants: CC(N)C(=O)N1C(=O)C(C)c2ccccc2-c2c(N)cccc21, CC(C(=O)O)c1ccccc1. The product is CC(NC(=O)C(C)c1ccccc1)C(=O)N1C(=O)C(C)c2ccccc2-c2c(N)cccc21. As a reaction SMILES: [NH2:12][CH:13]([CH3:14])[C:15](=[O:16])[N:17]1[c:18]2[c:19]([c:30]([NH2:34])[cH:31][cH:32][cH:33]2)-[c:20]2[c:21]([cH:26][cH:27][cH:28][cH:29]2)[CH:22]([CH3:25])[C:23]1=[O:24].[c:1]1([CH:7]([C:8](=[O:9])[OH:10])[CH3:11])[cH:2][cH:3][cH:4][cH:5][cH:6]1>>[c:1]1([CH:7]([C:8](=[O:9])[NH:12][CH:13]([CH3:14])[C:15](=[O:16])[N:17]2[c:18]3[c:19]([c:30]([NH2:34])[cH:31][cH:32][cH:33]3)-[c:20]3[c:21]([cH:26][cH:27][cH:28][cH:29]3)[CH:22]([CH3:25])[C:23]2=[O:24])[CH3:11])[cH:2][cH:3][cH:4][cH:5][cH:6]1. Starting materials: NC1=CC=C2C(=N1)C(=CN2)C2CCN(CC2)CCC2=CC=CC=C2 (5-amino-3-(1-(2-phenyleth-1-yl)piperidin-4-yl)pyrrolo[3,2-b]pyridine), C1(CC1)C(=O)Cl (cyclopropanecarbonyl chloride). Product: C1(CC1)C(=O)NC1=CC=C2C(=N1)C(=CN2)C2CCN(CC2)CCC2=CC=CC=C2 (5-(N-[cyclopropanecarbonyl]amino)-3-(1-(2-phenyleth-1-yl)piperidin-4-yl)pyrrolo[3,2-b]pyridine). As a reaction SMILES: [NH2:1][C:2]1[N:7]=[C:6]2[C:8]([CH:11]3[CH2:16][CH2:15][N:14]([CH2:17][CH2:18][C:19]4[CH:24]=[CH:23][CH:22]=[CH:21][CH:20]=4)[CH2:13][CH2:12]3)=[CH:9][NH:10][C:5]2=[CH:4][CH:3]=1.[CH:25]1([C:28](Cl)=[O:29])[CH2:27][CH2:26]1>>[CH:25]1([C:28]([NH:1][C:2]2[N:7]=[C:6]3[C:8]([CH:11]4[CH2:16][CH2:15][N:14]([CH2:17][CH2:18][C:19]5[CH:24]=[CH:23][CH:22]=[CH:21][CH:20]=5)[CH2:13][CH2:12]4)=[CH:9][NH:10][C:5]3=[CH:4][CH:3]=2)=[O:29])[CH2:27][CH2:26]1. Reported procedure: Beginning with 0.015 gm (0.047 mMol) 5-amino-3-(1-(2-phenyleth-1-yl)piperidin-4-yl)pyrrolo[3,2-b]pyridine and 0.006 mL (0.061 mMol) cyclopropanecarbonyl chloride, the title compound was prepared essentially by the procedure described in Example 7.